From a dataset of the Open Reaction Database (ORD), a public repository of structured organic reaction records. describe an organic reaction: reactants, conditions, products, and yield Reactants: CN(C)P(=O)(N(C)C)N(C)C, CS(C)=O, NC(=O)CCl, [K], O=C(O)Cc1ccc(O)cc1. Product: NC(=O)COC(=O)Cc1ccc(O)cc1. As a reaction SMILES: [CH3:13][N:14]([P:15]([N:16]([CH3:17])[CH3:18])([N:19]([CH3:20])[CH3:21])=[O:22])[CH3:23].[CH3:29][S:30]([CH3:31])=[O:32].[Cl:24][CH2:25][C:26](=[O:27])[NH2:28].[K:1].[OH:2][C:3](=[O:4])[CH2:5][c:6]1[cH:7][cH:8][c:9]([OH:10])[cH:11][cH:12]1>>[O:2]([C:3](=[O:4])[CH2:5][c:6]1[cH:7][cH:8][c:9]([OH:10])[cH:11][cH:12]1)[CH2:25][C:26](=[O:27])[NH2:28]. Reactants: OCC1=NC=CC(=C1)C=1C=C(C=CC1)C1=NC2=C(NC(C1)=O)C=C(C(=C2)OCC(F)(F)F)C(F)(F)F (4-[3-(2-hydroxymethyl-pyridin-4-yl)-phenyl]-7-(2,2,2-trifluoro-ethoxy)-8-trifluoromethyl-1,3-dihydro-benzo[b][1,4]diazepin-2-one), S(=O)(Cl)Cl (thionylchloride), [Cl-] (chloride), N1CCC1 (azetidine). Solvent: C(Cl)Cl (CH2Cl2), CN(C)C=O (DMF). Yields the product N1(CCC1)CC1=NC=CC(=C1)C=1C=C(C=CC1)C1=NC2=C(NC(C1)=O)C=C(C(=C2)OCC(F)(F)F)C(F)(F)F (4-[3-(2-Azetidin-1-ylmethyl-pyridin-4-yl)-phenyl]-7-(2,2,2-trifluoro-ethoxy)-8-trifluoromethyl-1,3-dihydro-benzo[b][1,4]diazepin-2-one), solid. Isolated yield 56.0%. RXN SMILES: O[CH2:2][C:3]1[CH:8]=[C:7]([C:9]2[CH:10]=[C:11]([C:15]3[CH2:21][C:20](=[O:22])[NH:19][C:18]4[CH:23]=[C:24]([C:33]([F:36])([F:35])[F:34])[C:25]([O:27][CH2:28][C:29]([F:32])([F:31])[F:30])=[CH:26][C:17]=4[N:16]=3)[CH:12]=[CH:13][CH:14]=2)[CH:6]=[CH:5][N:4]=1.S(Cl)(Cl)=O.[Cl-].[NH:42]1[CH2:45][CH2:44][CH2:43]1>C(Cl)Cl.CN(C=O)C>[N:42]1([CH2:2][C:3]2[CH:8]=[C:7]([C:9]3[CH:10]=[C:11]([C:15]4[CH2:21][C:20](=[O:22])[NH:19][C:18]5[CH:23]=[C:24]([C:33]([F:36])([F:34])[F:35])[C:25]([O:27][CH2:28][C:29]([F:30])([F:31])[F:32])=[CH:26][C:17]=5[N:16]=4)[CH:12]=[CH:13][CH:14]=3)[CH:6]=[CH:5][N:4]=2)[CH2:45][CH2:44][CH2:43]1. Procedure: The title compound was prepared from 4-[3-(2-hydroxymethyl-pyridin-4-yl)-phenyl]-7-(2,2,2-trifluoro-ethoxy)-8-trifluoromethyl-1,3-dihydro-benzo[b][1,4]diazepin-2-one (Example 286) (255 mg, 0.50 mmol) by reaction with thionylchloride in CH2Cl2 and subsequent treatment of the corresponding crude chloride with azetidine in DMF according to the general procedure of example 288. Obtained as an off-white solid (153 mg, 56%). The reactants are O=C1CCC(=O)N1Br, O=c1cc(OCc2ccccc2)ncn1Cc1ccccc1, CN(C)C=O. Product: O=c1c(Br)c(OCc2ccccc2)ncn1Cc1ccccc1. Reaction SMILES: [Br:23][N:24]1[C:25](=[O:26])[CH2:27][CH2:28][C:29]1=[O:30].[CH2:1]([c:2]1[cH:3][cH:4][cH:5][cH:6][cH:7]1)[n:8]1[cH:9][n:10][c:11]([O:15][CH2:16][c:17]2[cH:18][cH:19][cH:20][cH:21][cH:22]2)[cH:12][c:13]1=[O:14].[CH3:31][N:32]([CH3:33])[CH:34]=[O:35]>>[CH2:1]([c:2]1[cH:3][cH:4][cH:5][cH:6][cH:7]1)[n:8]1[cH:9][n:10][c:11]([O:15][CH2:16][c:17]2[cH:18][cH:19][cH:20][cH:21][cH:22]2)[c:12]([Br:23])[c:13]1=[O:14]. Starting materials: [BH4-].[Na+] (sodium borohydride), C(C)(C)(C)OC(=O)N[C@H](C(=O)O)COCC ((S)-2-(tert-butoxycarbonylamino)-3-ethoxypropanoic acid), ClC(=O)OCC(C)C (isobutyl chloroformate), CN1CCOCC1 (4-methylmorpholine). The solvent is O (H2O), C1CCOC1 (THF), C1CCOC1 (THF), C1CCOC1 (THF), CCOC(=O)C (EtOAc). Conditions: temperature -15 celsius, time 10 minute. Yields the product C(C)OC[C@@H](CO)NC(OC(C)(C)C)=O ((R)-tert-Butyl 1-ethoxy-3-hydroxypropan-2-ylcarbamate). Reaction SMILES: [C:1]([O:5][C:6]([NH:8][C@@H:9]([CH2:13][O:14][CH2:15][CH3:16])[C:10](O)=[O:11])=[O:7])([CH3:4])([CH3:3])[CH3:2].ClC(OCC(C)C)=O.CN1CCOCC1.[BH4-].[Na+]>C1COCC1.O.CCOC(C)=O>[CH2:15]([O:14][CH2:13][C@H:9]([NH:8][C:6](=[O:7])[O:5][C:1]([CH3:4])([CH3:3])[CH3:2])[CH2:10][OH:11])[CH3:16] |f:3.4|. Procedure: To a solution of (S)-2-(tert-butoxycarbonylamino)-3-ethoxypropanoic acid (1.81 g, 7.76 mmol) in THF (20 mL) at −15° C. was added isobutyl chloroformate (1.015 mL, 7.76 mmol) in THF (5 mL) and 4-methylmorpholine (0.853 mL, 7.76 mmol) in THF (5 mL). After stirring for 10 min at −15° C., the mixture was slowly added to a solution of sodium borohydride (0.881 g, 23.28 mmol) in H2O (7 mL). The mixture was stirred at −15° C. for 30 min and was diluted with EtOAc. The organic layer was washed with satu... The reactants are three, OC1=CC=C(C=O)C=C1 (p-hydroxybenzaldehyde), ClCCCCOC(C)=O (4-chlorobutylacetate), C([O-])([O-])=O.[K+].[K+] (potassium carbonate), [OH-].[K+] (potassium hydroxide). The solvent is O (Water), O (water), O (water), CO (methanol). Reaction conditions: temperature 120 celsius, time 3 hour. Product: OCCCCOC1=CC=C(C=O)C=C1 (4-(4-hydroxybutyloxy)benzaldehyde). Isolated yield 908.7%. Reaction SMILES: [OH:1][C:2]1[CH:9]=[CH:8][C:5]([CH:6]=[O:7])=[CH:4][CH:3]=1.Cl[CH2:11][CH2:12][CH2:13][CH2:14][O:15]C(=O)C.C(=O)([O-])[O-].[K+].[K+].[OH-].[K+]>CO.O>[OH:15][CH2:14][CH2:13][CH2:12][CH2:11][O:1][C:2]1[CH:9]=[CH:8][C:5]([CH:6]=[O:7])=[CH:4][CH:3]=1 |f:2.3.4,5.6|. Reported procedure: In a 1 L three neck distillation flask, p-hydroxybenzaldehyde (24.4 g, 20 mmol), 4-chlorobutylacetate (36.1 g, 240 mmol), potassium carbonate (33.2 g, 240 mmol) and dimethylformamido (150 ml) were placed and stirred for 3 hours at 120° C. After the reaction mixture was cooled, water was added and the resulting mixture was extracted with ethyl acetate. The solvent was removed to obtain an oily product. The product was dissolved in methanol (100 ml), and potassium hydroxide (22.4 g, 0.4 mmol) diss... Yields the product OCc1cccc2c1Cc1ccccc1-2. Reaction SMILES: [Al+3:18].[H-:17].[H-:20].[H-:21].[H-:22].[Li+:19].[O:24]1[CH2:25][CH2:26][CH2:27][CH2:28]1.[OH2:23].[c:1]1([C:14](=[O:15])[OH:16])[cH:2][cH:3][cH:4][c:5]2[c:13]1[CH2:12][c:11]1[c:6]-2[cH:7][cH:8][cH:9][cH:10]1>>[c:1]1([CH2:14][OH:15])[cH:2][cH:3][cH:4][c:5]2[c:13]1[CH2:12][c:11]1[c:6]-2[cH:7][cH:8][cH:9][cH:10]1. Starting materials: [Al+3], [H-], [H-], [H-], [H-], [Li+], C1CCOC1, O, O=C(O)c1cccc2c1Cc1ccccc1-2. The reactants are C1(=CC=CC=C1)P(C1=CC=CC=C1)C1=CC=CC=C1 (triphenylphosphine), C1(=CC=CC=C1)C#C (phenylacetylene), BrC1=C(C=CC(=C1)OCCCNC1=NC=CC=C1)CC(CC(=O)OCC)(C)C (Ethyl 4-{2-bromo-4-[3-(pyridin-2-ylamino)propoxy]phenyl}-3,3-dimethylbutanoate). Reagents/catalysts: Cl[Pd]([P](C1=CC=CC=C1)(C2=CC=CC=C2)C3=CC=CC=C3)([P](C4=CC=CC=C4)(C5=CC=CC=C5)C6=CC=CC=C6)Cl (Pd(Ph3P)2Cl2). Solvent: C(C)N(CC)CC (triethylamine), C(C)(=O)OCC (ethyl acetate), CCN(CC)CC (Et3N). Conditions: temperature 80 celsius, time 24 hour. Product: CC(CC(=O)OCC)(CC1=C(C=C(C=C1)OCCCNC1=NC=CC=C1)C#CC1=CC=CC=C1)C (Ethyl 3,3-dimethyl-4-{2-(phenylethynyl)-4-[3-(pyridin-2-ylamino)propoxy]phenyl}butanoate). As a reaction SMILES: Br[C:2]1[CH:7]=[C:6]([O:8][CH2:9][CH2:10][CH2:11][NH:12][C:13]2[CH:18]=[CH:17][CH:16]=[CH:15][N:14]=2)[CH:5]=[CH:4][C:3]=1[CH2:19][C:20]([CH3:28])([CH3:27])[CH2:21][C:22]([O:24][CH2:25][CH3:26])=[O:23].C1(P(C2C=CC=CC=2)C2C=CC=CC=2)C=CC=CC=1.[C:48]1([C:54]#[CH:55])[CH:53]=[CH:52][CH:51]=[CH:50][CH:49]=1>CCN(CC)CC.C(OCC)(=O)C.Cl[Pd](Cl)([P](C1C=CC=CC=1)(C1C=CC=CC=1)C1C=CC=CC=1)[P](C1C=CC=CC=1)(C1C=CC=CC=1)C1C=CC=CC=1>[CH3:27][C:20]([CH3:28])([CH2:19][C:3]1[CH:4]=[CH:5][C:6]([O:8][CH2:9][CH2:10][CH2:11][NH:12][C:13]2[CH:18]=[CH:17][CH:16]=[CH:15][N:14]=2)=[CH:7][C:2]=1[C:55]#[C:54][C:48]1[CH:53]=[CH:52][CH:51]=[CH:50][CH:49]=1)[CH2:21][C:22]([O:24][CH2:25][CH3:26])=[O:23] |^1:71,90|. Procedure: Ethyl 4-{2-bromo-4-[3-(pyridin-2-ylamino)propoxy]phenyl}-3,3-dimethylbutanoate (500 mg) was dissolved in Et3N (5 ml) followed by the addition of phenylylacetylene (250 μL), Cul (11 mg), triphenylphosphine (85 mg), and Pd(Ph3P)2Cl2 (42 mg). The reaction mixture was heated to 80° C. under a nitrogen atmosphere for 24 hours. Further phenylacetylene (125 μL) and triethylamine (5 mL) were added and heating was continued for a further 24 h. The mixture was cooled to room temperature, diluted with ethy... RXN SMILES: [CH2:66]1[O:67][CH2:68][CH2:69][CH2:70]1.[CH3:27][C:28]1([CH3:51])[O:29][c:30]2[c:31]([cH:33][cH:34][cH:35][c:36]2[CH:37]=[N:38][c:39]2[c:40]3[cH:41][n:42][n:43]([CH3:50])[c:44](=[O:49])[c:45]3[cH:46][cH:47][cH:48]2)[CH2:32]1.[CH3:59][c:60]1[cH:61][cH:62][cH:63][cH:64][cH:65]1.[CH:14]([c:15]1[c:16]2[c:22]([cH:23][cH:24][cH:25]1)[CH2:21][C:18]([CH3:19])([CH3:20])[O:17]2)=[O:26].[F:52][C:53]([CH:54]1[CH2:55][O:56]1)([F:57])[F:58].[NH2:1][c:2]1[cH:3][cH:4][cH:5][c:6]2[c:7]1[cH:8][n:9][n:10]([CH3:11])[c:12]2=[O:13]>>[CH3:27][C:28]1([CH3:51])[O:29][c:30]2[c:31]([cH:33][cH:34][cH:35][c:36]2[CH:37]([NH:38][c:39]2[c:40]3[cH:41][n:42][n:43]([CH3:50])[c:44](=[O:49])[c:45]3[cH:46][cH:47][cH:48]2)[C:54]2([C:53]([F:52])([F:57])[F:58])[CH2:55][O:56]2)[CH2:32]1. Yields the product Cn1ncc2c(NC(c3cccc4c3OC(C)(C)C4)C3(C(F)(F)F)CO3)cccc2c1=O. Reactants: C1CCOC1, Cn1ncc2c(N=Cc3cccc4c3OC(C)(C)C4)cccc2c1=O, Cc1ccccc1, CC1(C)Cc2cccc(C=O)c2O1, FC(F)(F)C1CO1, Cn1ncc2c(N)cccc2c1=O. The reactants are [H-].[Al+3].[Li+].[H-].[H-].[H-] (lithium aluminium hydride), N1C(C(C2=CC=C3C(=C12)CCCC3)=O)=O (6,7,8,9-tetrahydro-1H-benz[g]indole-2,3-dione), O (water), [OH-].[Na+] (sodium hydroxide), O (water). The solvent is O1CCCC1 (tetrahydrofuran). Conditions: temperature 0 celsius, time 1 hour. Product: N1C=CC2=CC=C3C(=C12)CCCC3 (6,7,8,9-Tetrahydro-1H-benz[g]indole). Yield: 61.5%. As a reaction SMILES: [H-].[Al+3].[Li+].[H-].[H-].[H-].[NH:7]1[C:15]2[C:10](=[CH:11][CH:12]=[C:13]3[CH2:19][CH2:18][CH2:17][CH2:16][C:14]3=2)[C:9](=O)[C:8]1=O.O.[OH-].[Na+]>O1CCCC1>[NH:7]1[C:15]2[C:10](=[CH:11][CH:12]=[C:13]3[CH2:19][CH2:18][CH2:17][CH2:16][C:14]3=2)[CH:9]=[CH:8]1 |f:0.1.2.3.4.5,8.9|. Procedure details: To a suspension of lithium aluminium hydride (2.85 g, 75.0 mmol) in dry tetrahydrofuran (150 mL) was added 6,7,8,9-tetrahydro-1H-benz[g]indole-2,3-dione (3.018 g, 15.0 mmol) portionwise over 30 min. The green suspension was heated under reflux for 18 h and then cooled to 0° C. The suspension was treated with water (2.8 mL), 5 N aqueous sodium hydroxide (2.1 mL), and water (9.2 mL), and was stirred for an additional 1 h. The suspension was then filtered, the residue was washed with tetrahydrofura... The reactants are C1(=CC=CC=C1)C(OC1CCN(CC1)CCCN)C1=CC=CC=C1 (4-(diphenylmethoxy)-1-piperidinepropaneamine), ClC=1C=CC=2N(N1)C=C(N2)C(C(=O)OCC)(C)C (ethyl 2-(6-chloroimidazo[1,2-b]pyridazin-2-yl)-2-methylpropionate), C([O-])([O-])=O.[Na+].[Na+] (sodium carbonate). The solvent is C(C)(=O)OCC (ethyl acetate). Reaction conditions: temperature 193.5 celsius, time 3.5 hour. Product: C1(=CC=CC=C1)C(OC1CCN(CC1)CCCNC=1C=CC=2N(N1)C=C(N2)C(C(=O)OCC)(C)C)C2=CC=CC=C2 (Ethyl 2-[6-[3-[4-(Diphenylmethoxy)piperidino]propylamino]imidazo[1,2-b]pyridazin-2-yl]-2-methylpropionate). The yield is 49.2%. RXN SMILES: [C:1]1([CH:7]([C:19]2[CH:24]=[CH:23][CH:22]=[CH:21][CH:20]=2)[O:8][CH:9]2[CH2:14][CH2:13][N:12]([CH2:15][CH2:16][CH2:17][NH2:18])[CH2:11][CH2:10]2)[CH:6]=[CH:5][CH:4]=[CH:3][CH:2]=1.Cl[C:26]1[CH:27]=[CH:28][C:29]2[N:30]([CH:32]=[C:33]([C:35]([CH3:42])([CH3:41])[C:36]([O:38][CH2:39][CH3:40])=[O:37])[N:34]=2)[N:31]=1.C(=O)([O-])[O-].[Na+].[Na+]>C(OCC)(=O)C>[C:19]1([CH:7]([C:1]2[CH:2]=[CH:3][CH:4]=[CH:5][CH:6]=2)[O:8][CH:9]2[CH2:14][CH2:13][N:12]([CH2:15][CH2:16][CH2:17][NH:18][C:26]3[CH:27]=[CH:28][C:29]4[N:30]([CH:32]=[C:33]([C:35]([CH3:41])([CH3:42])[C:36]([O:38][CH2:39][CH3:40])=[O:37])[N:34]=4)[N:31]=3)[CH2:11][CH2:10]2)[CH:24]=[CH:23][CH:22]=[CH:21][CH:20]=1 |f:2.3.4|. Procedure: A mixture of 12.12 g (37.4 mmol) of 4-(diphenylmethoxy)-1-piperidinepropaneamine, 10.00 g (37.4 mmol) of ethyl 2-(6-chloroimidazo[1,2-b]pyridazin-2-yl)-2-methylpropionate and 3.94 g (37.4 mmol) of sodium carbonate was heated to 192-195° C. and stirred for 3.5 hours. After cooling to room temperature, 100 mL of ethyl acetate was added and dissolved, and then washed with 100 mL and 50 mL of water. The organic layer was concentrated under reduced pressure. The residue was subjected to silica gel ch...